Dataset: the Open Reaction Database (ORD), a public repository of structured organic reaction records. Task: describe an organic reaction: reactants, conditions, products, and yield The reactants are CCOC(=O)Cl, NCCCOC1CCN(Cc2ccccc2)CC1, O=C(O)C=Cc1cccnc1. Product: O=C(C=Cc1cccnc1)NCCCOC1CCN(Cc2ccccc2)CC1. As a reaction SMILES: [CH2:12]([O:13][C:14]([Cl:15])=[O:16])[CH3:17].[CH2:18]([c:19]1[cH:20][cH:21][cH:22][cH:23][cH:24]1)[N:25]1[CH2:26][CH2:27][CH:28]([O:31][CH2:32][CH2:33][CH2:34][NH2:35])[CH2:29][CH2:30]1.[n:1]1[cH:2][c:3]([CH:7]=[CH:8][C:9](=[O:10])[OH:11])[cH:4][cH:5][cH:6]1>>[n:1]1[cH:2][c:3]([CH:7]=[CH:8][C:9](=[O:11])[NH:35][CH2:34][CH2:33][CH2:32][O:31][CH:28]2[CH2:27][CH2:26][N:25]([CH2:18][c:19]3[cH:20][cH:21][cH:22][cH:23][cH:24]3)[CH2:30][CH2:29]2)[cH:4][cH:5][cH:6]1. The reactants are C=CCCC(=O)N(CCC(=O)OCC)CC(=O)OCC, CC[O-], CCOC(C)=O, CCO, Cl, [Na+]. Reaction SMILES: [CH2:1]([O:3][C:4](=[O:2])[CH2:5][N:6]([CH2:7][CH2:8][C:9](=[O:10])[O:11][CH2:12][CH3:13])[C:14]([CH2:15][CH2:16][CH:17]=[CH2:18])=[O:19])[CH3:20].[CH3:21][CH2:22][O-:23].[CH3:26][CH2:27][O:28][C:29]([CH3:30])=[O:31].[CH3:32][CH2:33][OH:34].[ClH:25].[Na+:24]>>[O:3]=[C:4]1[CH2:5][N:6]([C:14]([CH2:15][CH2:16][CH:17]=[CH2:18])=[O:19])[CH2:7][CH:8]1[C:9](=[O:10])[O:11][CH2:12][CH3:13]. Yields the product C=CCCC(=O)N1CC(=O)C(C(=O)OCC)C1. Reactants: O\N=C(\CC=1C=CC2=C(N(CC3=C(N2)N=C(C=C3)C(F)(F)F)S(=O)(=O)C3=CC=C(C=C3)OC(F)(F)F)C1)/N ((1Z)-N′-hydroxy-2-[6-{[4-(trifluoromethoxy)phenyl]sulfonyl}-2-(trifluoromethyl)-6,11-dihydro-5H-pyrido[2,3-b][1,5]benzodiazepin-8-yl]ethanimidamide), product, C(C)(=O)OC(C(=O)Cl)(C)C (2-acetoxyisobutyryl chloride). Run in N1=CC=CC=C1 (pyridine). Run at temperature 82 celsius, time 2 hour. Product: FC(OC1=CC=C(C=C1)S(=O)(=O)N1CC2=C(NC3=C1C=C(C=C3)CC3=NOC(=N3)C(C)(C)O)N=C(C=C2)C(F)(F)F)(F)F (2-(3-{[6-{[4-(trifluoromethoxy)phenyl]sulfonyl}-2-(trifluoromethyl)-6,11-dihydro-5H-pyrido[2,3-b][1,5]benzodiazepin-8-yl]methyl}-1,2,4-oxadiazol-5-yl)propan-2-ol). RXN SMILES: [OH:1]/[N:2]=[C:3](\[NH2:38])/[CH2:4][C:5]1[CH:6]=[CH:7][C:8]2[NH:14][C:13]3[N:15]=[C:16]([C:19]([F:22])([F:21])[F:20])[CH:17]=[CH:18][C:12]=3[CH2:11][N:10]([S:23]([C:26]3[CH:31]=[CH:30][C:29]([O:32][C:33]([F:36])([F:35])[F:34])=[CH:28][CH:27]=3)(=[O:25])=[O:24])[C:9]=2[CH:37]=1.C([O:42][C:43]([CH3:48])([CH3:47])[C:44](Cl)=O)(=O)C>N1C=CC=CC=1>[F:36][C:33]([F:35])([F:34])[O:32][C:29]1[CH:30]=[CH:31][C:26]([S:23]([N:10]2[C:9]3[CH:37]=[C:5]([CH2:4][C:3]4[N:38]=[C:44]([C:43]([OH:42])([CH3:48])[CH3:47])[O:1][N:2]=4)[CH:6]=[CH:7][C:8]=3[NH:14][C:13]3[N:15]=[C:16]([C:19]([F:21])([F:22])[F:20])[CH:17]=[CH:18][C:12]=3[CH2:11]2)(=[O:25])=[O:24])=[CH:27][CH:28]=1. Procedure: To a solution of (1Z)-N′-hydroxy-2-[6-{[4-(trifluoromethoxy)phenyl]sulfonyl}-2-(trifluoromethyl)-6,11-dihydro-5H-pyrido[2,3-b][1,5]benzodiazepin-8-yl]ethanimidamide (92 mg, 0.163 mmol, the product of Step A) in pyridine was added 2-acetoxyisobutyryl chloride (0.268 g, 1.63 mmol). The resulting mixture was heated at 80-84° C. for 1.5 hr, until LC-MS indicated the reaction was complete, and then the solution was concentrated to remove pyridine. The bright orange residue was dissolved in 5 mL of Me... Starting materials: BrC1=C(C=CC=C1)C=1N=C(N(C1)C(C1=CC=CC=C1)(C1=CC=CC=C1)C1=CC=CC=C1)C(O)C1=C(C(=CC(=C1)CC)O[Si](C)(C)C(C)(C)C)F ((4-(2-bromophenyl)-1-trityl-1H-imidazol-2-yl)(3-(tert-butyldimethylsilyloxy)-5-ethyl-2-fluorophenyl)methanol), CCCC[N+](CCCC)(CCCC)CCCC.[F-] (TBAF). The solvent is CCOC(=O)C (EtOAc), C1CCOC1 (THF). Conditions: time 30 minute. The product is BrC1=C(C=CC=C1)C=1N=C(N(C1)C(C1=CC=CC=C1)(C1=CC=CC=C1)C1=CC=CC=C1)C(C=1C(=C(C=C(C1)CC)O)F)O (3-((4-(2-bromophenyl)-1-trityl-1H-imidazol-2-yl)(hydroxy)methyl)-5-ethyl-2-fluorophenol). Reaction SMILES: [Br:1][C:2]1[CH:7]=[CH:6][CH:5]=[CH:4][C:3]=1[C:8]1[N:9]=[C:10]([CH:32]([C:34]2[CH:39]=[C:38]([CH2:40][CH3:41])[CH:37]=[C:36]([O:42][Si](C(C)(C)C)(C)C)[C:35]=2[F:50])[OH:33])[N:11]([C:13]([C:26]2[CH:31]=[CH:30][CH:29]=[CH:28][CH:27]=2)([C:20]2[CH:25]=[CH:24][CH:23]=[CH:22][CH:21]=2)[C:14]2[CH:19]=[CH:18][CH:17]=[CH:16][CH:15]=2)[CH:12]=1.CCCC[N+](CCCC)(CCCC)CCCC.[F-]>C1COCC1.CCOC(C)=O>[Br:1][C:2]1[CH:7]=[CH:6][CH:5]=[CH:4][C:3]=1[C:8]1[N:9]=[C:10]([CH:32]([OH:33])[C:34]2[C:35]([F:50])=[C:36]([OH:42])[CH:37]=[C:38]([CH2:40][CH3:41])[CH:39]=2)[N:11]([C:13]([C:26]2[CH:31]=[CH:30][CH:29]=[CH:28][CH:27]=2)([C:20]2[CH:25]=[CH:24][CH:23]=[CH:22][CH:21]=2)[C:14]2[CH:19]=[CH:18][CH:17]=[CH:16][CH:15]=2)[CH:12]=1 |f:1.2|. Procedure details: To a solution of intermediate 217.2 (500 mg, 0.669 mmol) in 5 mL THF at rt, was added TBAF (1M in THF, 0.669 mL, 0.669 mmol). The mixture was stirred at rt for 30 min. The mixture was diluted with EtOAc, washed with H2O (2×) and brine, dried (Na2SO4) and concentrated. The crude product was triturated with hexanes (10 mL) to afford 3-((4-(2-bromophenyl)-1-trityl-1H-imidazol-2-yl)(hydroxy)methyl)-5-ethyl-2-fluorophenol. To a solution of this product in 5 mL DMF at rt, were added K2CO3 (111 mg, 0.8... The reactants are N1=C(C=CC=C1)C=O (2-pyridinecarboxaldehyde), C(C)OC(=O)C(N=P(C1=CC=CC=C1)(C1=CC=CC=C1)C1=CC=CC=C1)=CC=CC1=CC=C(C=C1)CC (3-ethoxycarbonyl-1,1,1-triphenyl-6-(4-ethylphenyl)-2-aza-1λ5-phosphahexa-1,3,5-triene), C(C)OC(=O)C(N=P(C1=CC=CC=C1)(C1=CC=CC=C1)C1=CC=CC=C1)=CC=CC1=CC=C(C=C1)CC (3-ethoxycarbonyl-1,1,1-triphenyl-6-(4-ethylphenyl)-2-aza-1λ5-phosphahexa-1,3,5-triene). The solvent is C(C)#N (acetonitrile). Yields the product C(C)C1=CC=C(C=C1)C=1C(=NC(=CC1)C(=O)OCC)C1=NC=CC=C1 (Ethyl 3-(4-Ethylphenyl)-[2,2′]-bipyridinyl-6-carboxylate). As a reaction SMILES: [N:1]1[CH:6]=[CH:5][CH:4]=[CH:3][C:2]=1[CH:7]=O.[CH2:9]([O:11][C:12]([C:14](=[CH:35][CH:36]=[CH:37][C:38]1[CH:43]=[CH:42][C:41]([CH2:44][CH3:45])=[CH:40][CH:39]=1)[N:15]=P(C1C=CC=CC=1)(C1C=CC=CC=1)C1C=CC=CC=1)=[O:13])[CH3:10]>C(#N)C>[CH2:44]([C:41]1[CH:40]=[CH:39][C:38]([C:37]2[C:7]([C:2]3[CH:3]=[CH:4][CH:5]=[CH:6][N:1]=3)=[N:15][C:14]([C:12]([O:11][CH2:9][CH3:10])=[O:13])=[CH:35][CH:36]=2)=[CH:43][CH:42]=1)[CH3:45]. Procedure details: Following General Procedure K, 2-pyridinecarboxaldehyde (41 mg, 0.38 mmol) and 3-ethoxycarbonyl-1,1,1-triphenyl-6-(4-ethylphenyl)-2-aza-1λ5-phosphahexa-1,3,5-triene (Compound 46, 193 mg, 0.38 mmol) in dry acetonitrile (5 ml) were reacted to produce the title compound as a yellow solid. The reactants are Cl (HCl), ice HCl, C1(=CC=CC=C1)C1=CC=CC=C1 (biphenyl), [Cl-].[Al+3].[Cl-].[Cl-] (aluminium chloride), FC1=CC=C(C(=O)Cl)C=C1 (4-Fluorobenzoyl chloride). The solvent is ClC=1C(=C(C=CC1)Cl)Cl (trichlorobenzene). Conditions: time 8 hour. Product: FC1=CC=C(C(=O)C2=CC=C(C=C2)C2=CC=CC=C2)C=C1 (4-(4′-fluorobenzoyl)biphenyl). Yield: 47.0%. RXN SMILES: [C:1]1([C:7]2[CH:12]=[CH:11][CH:10]=[CH:9][CH:8]=2)[CH:6]=[CH:5][CH:4]=[CH:3][CH:2]=1.[Cl-].[Al+3].[Cl-].[Cl-].[F:17][C:18]1[CH:26]=[CH:25][C:21]([C:22](Cl)=[O:23])=[CH:20][CH:19]=1.Cl>ClC1C(Cl)=C(Cl)C=CC=1>[F:17][C:18]1[CH:26]=[CH:25][C:21]([C:22]([C:4]2[CH:5]=[CH:6][C:1]([C:7]3[CH:8]=[CH:9][CH:10]=[CH:11][CH:12]=3)=[CH:2][CH:3]=2)=[O:23])=[CH:20][CH:19]=1 |f:1.2.3.4|. Procedure: To a stirred solution of biphenyl (96.02 g, 0.632 mol) in trichlorobenzene (640 mL) was added aluminium chloride (91 g, 0.174 mol) in two portions. 4-Fluorobenzoyl chloride (70 mL, 0.593 mol) was then added dropwise from a dropping funnel over 1 h to the solution at 40° C., and the temperature was then raised to 100° C. for 6 h until HCl ceased to evolve. The mixture was allowed to cool to room temperature and poured into an ice/HCl mixture (ca. 2 L), and left stirring overnight. The water was d... Starting materials: [H-].[Na+] (sodium hydride), [Na+].[Cl-] (NaCl), OC=1C=CC(=NC1)C (5-hydroxy-2-methylpyridine), ClCCCI (1-chloro-3-iodopropane). Run in CN(C=O)C (DMF), O (Water), CN(C=O)C (N,N-dimethylformamide). Yields the product ClCCCOC=1C=NC(=CC1)C (3-Chloro-1-(6-methyl(3-pyridyloxy))propane). The yield is 134.5%. As a reaction SMILES: [OH:1][C:2]1[CH:3]=[CH:4][C:5]([CH3:8])=[N:6][CH:7]=1.[H-].[Na+].[Cl:11][CH2:12][CH2:13][CH2:14]I.[Na+].[Cl-]>CN(C)C=O.O>[Cl:11][CH2:12][CH2:13][CH2:14][O:1][C:2]1[CH:7]=[N:6][C:5]([CH3:8])=[CH:4][CH:3]=1 |f:1.2,4.5|. Reported procedure: Under a nitrogen atmosphere, a solution of 5-hydroxy-2-methylpyridine (2.00 g, 18.3 mmol) in N,N-dimethylformamide (DMF) (10 mL) was added drop-wise over 5 min to a cold (0-5° C.), stirring slurry of sodium hydride (0.825 g of an 80% dispersion in mineral oil, 27.5 mmol) in DMF (15 mL). The mixture was allowed to stir and warm to ambient temperature over 1 h. Next, 1-chloro-3-iodopropane (4.49 g, 22.0 mmol) was added drop-wise over 5 min. The resulting dark-brown mixture was stirred at ambient t... The reactants are C(C)OC(=O)C=1C(=C2C(=C(N1)Br)SN=C2C2=CC=C(C=C2)Cl)O (7-bromo-3-(4-chloro-phenyl)-4-hydroxy-isothiazolo[5,4-c]pyridine-5-carboxylic acid ethyl ester), COC1=NC=C(C=C1)B(O)O (2-methoxy-5-pyridineboronic acid). Product: C(C)OC(=O)C=1C(=C2C(=C(N1)C=1C=NC(=CC1)OC)SN=C2C2=CC=C(C=C2)Cl)O (3-(4-Chloro-phenyl)-4-hydroxy-7-(6-methoxy-pyridin-3-yl)-isothiazolo[5,4-c]pyridine-5-carboxylic acid ethyl ester). RXN SMILES: [CH2:1]([O:3][C:4]([C:6]1[C:7]([OH:23])=[C:8]2[C:15]([C:16]3[CH:21]=[CH:20][C:19]([Cl:22])=[CH:18][CH:17]=3)=[N:14][S:13][C:9]2=[C:10](Br)[N:11]=1)=[O:5])[CH3:2].[CH3:24][O:25][C:26]1[CH:31]=[CH:30][C:29](B(O)O)=[CH:28][N:27]=1>>[CH2:1]([O:3][C:4]([C:6]1[C:7]([OH:23])=[C:8]2[C:15]([C:16]3[CH:21]=[CH:20][C:19]([Cl:22])=[CH:18][CH:17]=3)=[N:14][S:13][C:9]2=[C:10]([C:29]2[CH:28]=[N:27][C:26]([O:25][CH3:24])=[CH:31][CH:30]=2)[N:11]=1)=[O:5])[CH3:2]. Procedure: The title compound was synthesized in analogy to Example 1 from 7-bromo-3-(4-chloro-phenyl)-4-hydroxy-isothiazolo[5,4-c]pyridine-5-carboxylic acid ethyl ester and 2-methoxy-5-pyridineboronic acid: MS (m/z) 440.1 (M−1). Solvent: C1CCOC1 (THF), C1CCOC1 (THF). The reactants are C(C)(C)[Mg]Cl (isopropyl magnesium chloride), COC=1C=C(C=CC1C1=CN=C(O1)C)NC1=NC(=CC(=N1)C(C)=O)COCC(F)(F)F (1-(2-(3-Methoxy-4-(2-methyloxazol-5-yl)phenylamino)-6-((2,2,2-trifluoroethoxy)methyl)-pyrimidin-4-yl)ethanone), [Cl-].[NH4+] (ammonium chloride). Conditions: time 5 minute. Procedure: 1-(2-(3-Methoxy-4-(2-methyloxazol-5-yl)phenylamino)-6-((2,2,2-trifluoroethoxy)methyl)-pyrimidin-4-yl)ethanone (60 mg, 0.14 mmol) was dissolved in THF (5 mL) and was added slowly to a solution of isopropyl magnesium chloride (2 M in THF, 0.206 mL, 0.41 mmol) in THF (5 mL). The mixture was stirred for 5 min. The mixture was cooled on an ice bath, ammonium chloride (sat, aq, 5 mL) was added. The mixture was stirred for 5 min. The mixture was extracted with EtOAc (×2). The solvents were evaporated a... Yields the product COC=1C=C(C=CC1C1=CN=C(O1)C)NC1=NC(=CC(=N1)C(C)(C(C)C)O)COCC(F)(F)F (2-(2-(3-Methoxy-4-(2-methyloxazol-5-yl)phenylamino)-6-((2,2,2-trifluoroethoxy)methyl)-pyrimidin-4-yl)-3-methylbutan-2-ol). RXN SMILES: [CH3:1][O:2][C:3]1[CH:4]=[C:5]([NH:15][C:16]2[N:21]=[C:20]([C:22](=[O:24])[CH3:23])[CH:19]=[C:18]([CH2:25][O:26][CH2:27][C:28]([F:31])([F:30])[F:29])[N:17]=2)[CH:6]=[CH:7][C:8]=1[C:9]1[O:13][C:12]([CH3:14])=[N:11][CH:10]=1.[CH:32]([Mg]Cl)([CH3:34])[CH3:33].[Cl-].[NH4+]>C1COCC1>[CH3:1][O:2][C:3]1[CH:4]=[C:5]([NH:15][C:16]2[N:21]=[C:20]([C:22]([OH:24])([CH:32]([CH3:34])[CH3:33])[CH3:23])[CH:19]=[C:18]([CH2:25][O:26][CH2:27][C:28]([F:29])([F:30])[F:31])[N:17]=2)[CH:6]=[CH:7][C:8]=1[C:9]1[O:13][C:12]([CH3:14])=[N:11][CH:10]=1 |f:2.3|.